Dataset: the Open Reaction Database (ORD), a public repository of structured organic reaction records. Task: describe an organic reaction: reactants, conditions, products, and yield Starting materials: CC(C)C[Al+]CC(C)C, CCOC(=O)CCC1(OC)C=CC(OC)O1, COC1(OC)CC=CO1, Cc1ccccc1, CO, [H-], [Na+], [Na+], O=S(=O)([O-])[O-], O. The product is COC1C=CC(CCC=O)(OC)O1. RXN SMILES: [CH2:18]([Al+:19][CH2:20][CH:21]([CH3:22])[CH3:23])[CH:24]([CH3:25])[CH3:26].[CH3:1][O:2][C:3]1([CH2:10][CH2:11][C:12](=[O:13])[O:14][CH2:15][CH3:16])[O:4][CH:5]([O:8][CH3:9])[CH:6]=[CH:7]1.[CH3:34][O:35][C:36]1([O:37][CH3:38])[CH2:39][CH:40]=[CH:41][O:42]1.[CH3:43][c:44]1[cH:45][cH:46][cH:47][cH:48][cH:49]1.[CH3:51][OH:52].[H-:17].[Na+:27].[Na+:28].[O-:29][S:30](=[O:31])(=[O:32])[O-:33].[OH2:50]>>[CH3:1][O:2][C:3]1([CH2:10][CH2:11][CH:12]=[O:13])[O:4][CH:5]([O:8][CH3:9])[CH:6]=[CH:7]1. Starting materials: C(C)(C)(C)OC(=O)N(CCN(C(OC(C)(C)C)=O)C1=NC=CC(=C1)C)S(=O)(=O)CP(=O)(OCC)OCC (tert-butyl N-[2-(tert-butoxycarbonyl(diethoxyphosphorylmethyl-sulfonyl)amino)-ethyl]-N-(4-methyl-2-pyridyl)carbamate), ( 4A ), [H-].[Na+] (sodium hydride), C(C)OC(C(F)(F)F)O (1-ethoxy-2,2,2-trifluoro-ethanol). Run in C1CCOC1 (THF). Conditions: time 10 minute. Product: CC1=CC(=NC=C1)N(C(OC(C)(C)C)=O)CCNS(=O)(=O)\C=C\C(F)(F)F (tert-Butyl N-(4-methyl-2-pyridyl)-N-[2-[[(E)-3,3,3-trifluoroprop-1-enyl]sulfonyl-amino]ethyl]carbamate). Isolated yield 39.3%. As a reaction SMILES: C(OC([N:8]([S:26]([CH2:29]P(OCC)(OCC)=O)(=[O:28])=[O:27])[CH2:9][CH2:10][N:11]([C:19]1[CH:24]=[C:23]([CH3:25])[CH:22]=[CH:21][N:20]=1)[C:12](=[O:18])[O:13][C:14]([CH3:17])([CH3:16])[CH3:15])=O)(C)(C)C.[H-].[Na+].C(O[CH:43](O)[C:44]([F:47])([F:46])[F:45])C>C1COCC1>[CH3:25][C:23]1[CH:22]=[CH:21][N:20]=[C:19]([N:11]([CH2:10][CH2:9][NH:8][S:26](/[CH:29]=[CH:43]/[C:44]([F:47])([F:46])[F:45])(=[O:27])=[O:28])[C:12](=[O:18])[O:13][C:14]([CH3:15])([CH3:16])[CH3:17])[CH:24]=1 |f:1.2|. Procedure: To a solution of tert-butyl N-[2-(tert-butoxycarbonyl(diethoxyphosphorylmethyl-sulfonyl)amino)-ethyl]-N-(4-methyl-2-pyridyl)carbamate (344 mg, 0.608 mmol) in anhydrous THF (30 ml) were added molsieve (4A) and sodium hydride (42.5 mg, 1.063 mmol, 60%) under nitrogen and the mixture was stirred at room temperature for 10 minutes. The mixture was cooled to 0° C. and 1-ethoxy-2,2,2-trifluoro-ethanol (220 mg, 1.525 mmol, 180 μl) was added. Stirring was continued for 30 minutes at 0° C. and overnight ...